This data is from the Open Reaction Database (ORD), a public repository of structured organic reaction records. The task is: describe an organic reaction: reactants, conditions, products, and yield The reactants are FC1=C(C=C(C=C1)C=1SC(=C(N1)C)C(=O)OCC)[N+](=O)[O-] (ethyl 2-(4-fluoro-3-nitrophenyl)-4-methyl-1,3-thiazole-5-carboxylate), O (water), C1(=CC=CC=C1)O (phenol), C([O-])([O-])=O.[K+].[K+] (potassium carbonate). Solvent: CN(C=O)C (dimethylformamide). Run at temperature 100 celsius. The product is [N+](=O)([O-])C=1C=C(C=CC1OC1=CC=CC=C1)C=1SC(=C(N1)C)C(=O)OCC (ethyl 2-(3-nitro-4-phenoxyphenyl)-4-methyl-1,3-thiazole-5-carboxylate). Isolated yield 98.8%. RXN SMILES: F[C:2]1[CH:7]=[CH:6][C:5]([C:8]2[S:9][C:10]([C:14]([O:16][CH2:17][CH3:18])=[O:15])=[C:11]([CH3:13])[N:12]=2)=[CH:4][C:3]=1[N+:19]([O-:21])=[O:20].[C:22]1([OH:28])[CH:27]=[CH:26][CH:25]=[CH:24][CH:23]=1.C(=O)([O-])[O-].[K+].[K+].O>CN(C)C=O>[N+:19]([C:3]1[CH:4]=[C:5]([C:8]2[S:9][C:10]([C:14]([O:16][CH2:17][CH3:18])=[O:15])=[C:11]([CH3:13])[N:12]=2)[CH:6]=[CH:7][C:2]=1[O:28][C:22]1[CH:27]=[CH:26][CH:25]=[CH:24][CH:23]=1)([O-:21])=[O:20] |f:2.3.4|. Procedure: A reaction mixture solution prepared by suspending 931 mg of ethyl 2-(4-fluoro-3-nitrophenyl)-4-methyl-1,3-thiazole-5-carboxylate, 339 mg of phenol and 622 mg of potassium carbonate in 15 mL of dimethylformamide was heated at 100° C. for 14 hours under a nitrogen atmosphere. The reaction mixture solution was cooled to room temperature, water was added and extraction was performed using ethyl acetate. The organic layer was washed with saline and then dried and concentrated under reduced pressure....